Dataset: the Open Reaction Database (ORD), a public repository of structured organic reaction records. Task: describe an organic reaction: reactants, conditions, products, and yield The product is FC1=C(C#N)C=CC(=C1)C1C=2C=NNC2CCC1 ((+/−)-2-Fluoro-4-(4,5,6,7-tetrahydro-1H-indazol-4-yl)benzonitrile). Run in CO (MeOH). Procedure: 4-(6,7-Dihydro-1H-indazol-4-yl)-2-fluoro-benzonitrile (0.102 g, 0.43 mmol) 5% Pd/C wt/wt % (0.04 g) is added to MeOH (5.0 mL) and the mixture is stirred under 45-35 psi of hydrogen for 3 hours. The mixture is filtered through a plug of diatomaceous earth and concentrated to dryness. The residue is purified by silica gel chromatography eluting with 1:1 hexanes/ethyl acetate to give the title compound (0.021 g, 18%). ES/MS m/z 242 (M+H). Isolated yield 20.2%. As a reaction SMILES: [NH:1]1[C:9]2[CH2:8][CH2:7][CH:6]=[C:5]([C:10]3[CH:17]=[CH:16][C:13]([C:14]#[N:15])=[C:12]([F:18])[CH:11]=3)[C:4]=2[CH:3]=[N:2]1.[H][H]>CO>[F:18][C:12]1[CH:11]=[C:10]([CH:5]2[CH2:6][CH2:7][CH2:8][C:9]3[NH:1][N:2]=[CH:3][C:4]2=3)[CH:17]=[CH:16][C:13]=1[C:14]#[N:15]. Reactants: N1N=CC=2C(=CCCC12)C1=CC(=C(C#N)C=C1)F (4-(6,7-Dihydro-1H-indazol-4-yl)-2-fluoro-benzonitrile), [H][H] (hydrogen). The reactants are [H-].[Na+] (NaH), C(C)(=O)O (acetic acid), C(C1=CC=CC=C1)=C1CCN2C1=NC=1C=C(C=CC1C2=O)NC(=O)C=2C=C(C(=O)OC)C=CC2 (3-[N-(3-benzylidene-9-oxo-1,2,3,9-tetrahydro-pyrrolo[2,1-b]quinazolin-6-yl)-aminocarbonyl]-benzoic acid, methyl ester), CI (methyl iodide). The solvent is CN(C=O)C (dimethylformamide), ice water, CN(C=O)C (dimethylformamide). Reaction conditions: time 1 hour. Yields the product CN(C(=O)C=1C=C(C(=O)OC)C=CC1)C=1C=CC=2C(N3C(=NC2C1)C(CC3)=CC3=CC=CC=C3)=O (3-[N-methyl-N-(3-benzylidene-9-oxo-1,2,3,9-tetrahydro-pyrrolo[2,1-b]quinazolin-6-yl)-aminocarbonyl]-benzoic acid, methyl ester). RXN SMILES: [CH:1](=[C:8]1[C:12]2=[N:13][C:14]3[CH:15]=[C:16]([NH:22][C:23]([C:25]4[CH:26]=[C:27]([CH:32]=[CH:33][CH:34]=4)[C:28]([O:30][CH3:31])=[O:29])=[O:24])[CH:17]=[CH:18][C:19]=3[C:20](=[O:21])[N:11]2[CH2:10][CH2:9]1)[C:2]1[CH:7]=[CH:6][CH:5]=[CH:4][CH:3]=1.[H-].[Na+].CI.[C:39](O)(=O)C>CN(C)C=O>[CH3:39][N:22]([C:16]1[CH:17]=[CH:18][C:19]2[C:20](=[O:21])[N:11]3[CH2:10][CH2:9][C:8](=[CH:1][C:2]4[CH:7]=[CH:6][CH:5]=[CH:4][CH:3]=4)[C:12]3=[N:13][C:14]=2[CH:15]=1)[C:23]([C:25]1[CH:26]=[C:27]([CH:32]=[CH:33][CH:34]=1)[C:28]([O:30][CH3:31])=[O:29])=[O:24] |f:1.2|. Procedure: 3-[N-(3-benzylidene-9-oxo-1,2,3,9-tetrahydro-pyrrolo[2,1-b]quinazolin-6-yl)-aminocarbonyl]-benzoic acid, methyl ester (0.85 g) dissolved in dimethylformamide (40 ml) was added to a suspension of 50% NaH (0.18 g) in dimethylformamide (5 ml) and the mixture was stirred at room temperature for 1 hour and then reacted with methyl iodide (0.54 g) at room temperature for 17 hours. The reaction mixture was diluted with ice water and then acidified with acetic acid: the precipitate was filtered and puri...